Dataset: the Open Reaction Database (ORD), a public repository of structured organic reaction records. Task: describe an organic reaction: reactants, conditions, products, and yield Starting materials: FC(C1=CC(=NC=2N1N=CC2C#C)C2=CC=C(C=C2)C(F)(F)F)F (7-difluoromethyl-3-ethynyl-5-(4-trifluoromethyl-phenyl)-pyrazolo[1,5-a]pyrimidine), OCC(CO)NS(=O)(=O)C=1SC(=CC1)Br (5-Bromo-thiophene-2-sulfonic acid (2-hydroxy-1-hydroxymethyl-ethyl)-amide). Yields the product OCC(CO)NS(=O)(=O)C=1SC(=CC1)C#CC=1C=NN2C1N=C(C=C2C(F)F)C2=CC=C(C=C2)C(F)(F)F (5-[7-Difluoromethyl-5-(4-trifluoromethyl-phenyl)-pyrazolo[1,5-a]pyrimidin-3-ylethynyl]-thiophene-2-sulfonic acid (2-hydroxy-1-hydroxymethyl-ethyl)-amide), solid. The yield is 18.0%. As a reaction SMILES: [F:1][CH:2]([F:24])[C:3]1[N:8]2[N:9]=[CH:10][C:11]([C:12]#[CH:13])=[C:7]2[N:6]=[C:5]([C:14]2[CH:19]=[CH:18][C:17]([C:20]([F:23])([F:22])[F:21])=[CH:16][CH:15]=2)[CH:4]=1.[OH:25][CH2:26][CH:27]([NH:30][S:31]([C:34]1[S:35][C:36](Br)=[CH:37][CH:38]=1)(=[O:33])=[O:32])[CH2:28][OH:29]>>[OH:25][CH2:26][CH:27]([NH:30][S:31]([C:34]1[S:35][C:36]([C:13]#[C:12][C:11]2[CH:10]=[N:9][N:8]3[C:3]([CH:2]([F:1])[F:24])=[CH:4][C:5]([C:14]4[CH:19]=[CH:18][C:17]([C:20]([F:23])([F:22])[F:21])=[CH:16][CH:15]=4)=[N:6][C:7]=23)=[CH:37][CH:38]=1)(=[O:33])=[O:32])[CH2:28][OH:29]. Reported procedure: The title compound was prepared from 7-difluoromethyl-3-ethynyl-5-(4-trifluoromethyl-phenyl)-pyrazolo[1,5-a]pyrimidine (example C.2) (169 mg, 0.5 mmol) and 5-bromo-thiophene-2-sulfonic acid (2-hydroxy-1-hydroxymethyl-ethyl)-amide (example B.54) (158 mg, 0.5 mmol) according to general procedure II. Obtained as a light brown solid (53 mg, 18%). MS (ISN) 571.0 [(M−H)−]; mp 152° C. Reactants: CC(C)N(C(C)C)P(OCc1ccccc1)OCc1ccccc1, COc1cc(-n2cnc3cc(-c4ccc(Cl)cc4)sc3c2=O)ccc1OCC(C)(C)O, ClCCl, O, OO, c1nc[nH]n1. Product: COc1cc(-n2cnc3cc(-c4ccc(Cl)cc4)sc3c2=O)ccc1OCC(C)(C)OP(=O)(OCc1ccccc1)OCc1ccccc1. As a reaction SMILES: [CH:37]([N:38]([CH:39]([CH3:40])[CH3:58])[P:41]([O:42][CH2:43][c:44]1[cH:45][cH:46][cH:47][cH:48][cH:49]1)[O:50][CH2:51][c:52]1[cH:53][cH:54][cH:55][cH:56][cH:57]1)([CH3:59])[CH3:60].[Cl:1][c:2]1[cH:3][cH:4][c:5](-[c:8]2[cH:9][c:10]3[n:11][cH:12][n:13](-[c:18]4[cH:19][c:20]([O:30][CH3:31])[c:21]([O:24][CH2:25][C:26]([CH3:27])([CH3:28])[OH:29])[cH:22][cH:23]4)[c:14](=[O:17])[c:15]3[s:16]2)[cH:6][cH:7]1.[Cl:64][CH2:65][Cl:66].[OH2:63].[OH:61][OH:62].[nH:32]1[cH:33][n:34][cH:35][n:36]1>>[Cl:1][c:2]1[cH:3][cH:4][c:5](-[c:8]2[cH:9][c:10]3[n:11][cH:12][n:13](-[c:18]4[cH:19][c:20]([O:30][CH3:31])[c:21]([O:24][CH2:25][C:26]([CH3:27])([CH3:28])[O:29][P:41]([O:42][CH2:43][c:44]5[cH:45][cH:46][cH:47][cH:48][cH:49]5)([O:50][CH2:51][c:52]5[cH:53][cH:54][cH:55][cH:56][cH:57]5)=[O:61])[cH:22][cH:23]4)[c:14](=[O:17])[c:15]3[s:16]2)[cH:6][cH:7]1.